Dataset: the Open Reaction Database (ORD), a public repository of structured organic reaction records. Task: describe an organic reaction: reactants, conditions, products, and yield Starting materials: ClC=1C=CC=C2C=C(N(C(C12)=O)CC1=C(C=C(C=C1)C)C)OS(=O)(=O)C(F)(F)F (trifluoromethanesulfonic acid 8-chloro-2-(2,4-dimethylbenzyl)-1-oxo-1,2-dihydroisoquinolin-3-yl ester), C([O-])([O-])=O.[Na+].[Na+] (sodium carbonate), solution, ClC=1C=CC=C2C=C(N(C(C12)=O)CC1=C(C=C(C=C1)C)C)OS(=O)(=O)C(F)(F)F (trifluoromethanesulfonic acid 8-chloro-2-(2,4-dimethylbenzyl)-1-oxo-1,2-dihydroisoquinolin-3-yl ester), O(C1=CC=CC=C1)C1=CC=C(C=C1)B(O)O (4-phenoxyphenylboronic acid), C1(=CC=CC=C1)[As](C1=CC=CC=C1)C1=CC=CC=C1 (triphenylarsine). The reagents and catalysts are [Pd](Cl)Cl.C(C)#N.C(C)#N (bis-(acetonitrile) palladium (II) chloride). Solvent: CCOCC (ether), O (water), C1CCOC1 (THF). The product is ClC=1C=CC=C2C=C(N(C(C12)=O)CC1=C(C=C(C=C1)C)C)C1=CC=C(C=C1)OC1=CC=CC=C1 (8-chloro-2-(2,4-dimethylbenzyl)-3-(4-phenoxyphenyl)-2H-isoquinolin-1-one). Yield: 62.8%. As a reaction SMILES: [Cl:1][C:2]1[CH:3]=[CH:4][CH:5]=[C:6]2[C:11]=1[C:10](=[O:12])[N:9]([CH2:13][C:14]1[CH:19]=[CH:18][C:17]([CH3:20])=[CH:16][C:15]=1[CH3:21])[C:8](OS(C(F)(F)F)(=O)=O)=[CH:7]2.[O:30]([C:37]1[CH:42]=[CH:41][C:40](B(O)O)=[CH:39][CH:38]=1)[C:31]1[CH:36]=[CH:35][CH:34]=[CH:33][CH:32]=1.C1([As](C2C=CC=CC=2)C2C=CC=CC=2)C=CC=CC=1.C(=O)([O-])[O-].[Na+].[Na+]>C1COCC1.CCOCC.O.[Pd](Cl)Cl.C(#N)C.C(#N)C>[Cl:1][C:2]1[CH:3]=[CH:4][CH:5]=[C:6]2[C:11]=1[C:10](=[O:12])[N:9]([CH2:13][C:14]1[CH:19]=[CH:18][C:17]([CH3:20])=[CH:16][C:15]=1[CH3:21])[C:8]([C:40]1[CH:41]=[CH:42][C:37]([O:30][C:31]3[CH:36]=[CH:35][CH:34]=[CH:33][CH:32]=3)=[CH:38][CH:39]=1)=[CH:7]2 |f:3.4.5,9.10.11|. Reported procedure: A mixture of trifluoromethanesulfonic acid 8-chloro-2-(2,4-dimethylbenzyl)-1-oxo-1,2-dihydroisoquinolin-3-yl ester (61.9 mg, 0.14 mmol), 4-phenoxyphenylboronic acid (45.9 mg, 0.21 mmol), and triphenylarsine (17.6 mg, 57.5 μmol) in THF (0.7 mL) under a nitrogen atmosphere was treated with bis-(acetonitrile) palladium (II) chloride (4.6 mg, 17.7 μmol) and aqueous sodium carbonate solution (0.7 mL of a 2 M solution) with vigorous stirring at ambient temperature. After 90 minutes stirring at ambient... Reactants: C(C1=CC=CC=C1)(=O)Cl (Benzoyl chloride), NC=1SC(=C(N1)Cl)C=O (2-amino-4-chlorothiazole-5-carbaldehyde), N1=CC=CC=C1 (pyridine). Reagents/catalysts: CN(C1=CC=NC=C1)C (4-dimethylaminopyridine). Solvent: O1CCCC1 (tetrahydrofuran). Run at time 8 hour. Yields the product ClC=1N=C(SC1C=O)NC(C1=CC=CC=C1)=O (N-(4-chloro-5-formylthiazol-2-yl)benzamide). Isolated yield 19.0%. RXN SMILES: [C:1](Cl)(=[O:8])[C:2]1[CH:7]=[CH:6][CH:5]=[CH:4][CH:3]=1.[NH2:10][C:11]1[S:12][C:13]([CH:17]=[O:18])=[C:14]([Cl:16])[N:15]=1.N1C=CC=CC=1>CN(C)C1C=CN=CC=1.O1CCCC1>[Cl:16][C:14]1[N:15]=[C:11]([NH:10][C:1](=[O:8])[C:2]2[CH:7]=[CH:6][CH:5]=[CH:4][CH:3]=2)[S:12][C:13]=1[CH:17]=[O:18]. Procedure: Benzoyl chloride (1.25 mL, 10.70 mmol) was added to a solution of 2-amino-4-chlorothiazole-5-carbaldehyde (1.63 g, 10.00 mmol), pyridine (79.10, 12.30 mmol) and 4-dimethylaminopyridine (10 mg) in tetrahydrofuran (100 mL) at 0° C. The reaction mixture was stirred at ambient temperature overnight and then concentrated. Purification of the residue by column chromatography afforded N-(4-chloro-5-formylthiazol-2-yl)benzamide in 19% yield (0.52 g); 1H NMR (CDCl3, 300 MHz) δ 10.0 (s, 1H), 8.28-7.45 (m,...